The task is: describe an organic reaction: reactants, conditions, products, and yield. This data is from the Open Reaction Database (ORD), a public repository of structured organic reaction records. Starting materials: CC(C)COC(=O)Cl, COC(c1ccc(NC(=O)c2nccnc2C)cc1CC(C)C)(C(F)(F)F)C(F)(F)F, C1CCOC1, Cl, [H-], [Na+]. Product: COC(c1ccc(N(C(=O)OCC(C)C)C(=O)c2nccnc2C)cc1CC(C)C)(C(F)(F)F)C(F)(F)F. As a reaction SMILES: [C:34]([O:35][CH2:36][CH:37]([CH3:38])[CH3:39])(=[O:40])[Cl:41].[CH2:3]([CH:4]([CH3:5])[CH3:6])[c:7]1[cH:8][c:9]([NH:24][C:25](=[O:26])[c:27]2[n:28][cH:29][cH:30][n:31][c:32]2[CH3:33])[cH:10][cH:11][c:12]1[C:13]([C:14]([F:15])([F:16])[F:17])([C:18]([F:19])([F:20])[F:21])[O:22][CH3:23].[CH2:43]1[O:44][CH2:45][CH2:46][CH2:47]1.[ClH:42].[H-:1].[Na+:2]>>[CH2:3]([CH:4]([CH3:5])[CH3:6])[c:7]1[cH:8][c:9]([N:24]([C:25](=[O:26])[c:27]2[n:28][cH:29][cH:30][n:31][c:32]2[CH3:33])[C:34]([O:35][CH2:36][CH:37]([CH3:38])[CH3:39])=[O:40])[cH:10][cH:11][c:12]1[C:13]([C:14]([F:15])([F:16])[F:17])([C:18]([F:19])([F:20])[F:21])[O:22][CH3:23]. The reactants are C(C1=CC=CC=C1)OC(=O)N1C2=C(C3=C1C=NC=C3O)C=C(C=N2)Br (3-bromo-5-hydroxy-dipyrido[2,3-b;4′,3′-d]pyrrole-9-carboxylic acid benzyl ester), C(C)(C)(C)OC(=O)N1CCC(CC1)O (4-hydroxypiperidine-1-carboxylic acid tert-butyl ester), C1(=CC=CC=C1)P(C1=CC=CC=C1)C1=CC=CC=C1 (triphenylphosphine), N(=NC(=O)OCC)C(=O)OCC (diethyl azodicarboxylate). Solvent: C1CCOC1 (THF). Conditions: temperature 50 celsius. Product: C(C1=CC=CC=C1)OC(=O)N1C2=C(C3=C1C=NC=C3OC3CCN(CC3)C(=O)OC(C)(C)C)C=C(C=N2)Br (3-Bromo-5-(1-tert-butoxycarbonyl-piperidin-4-yloxy)-dipyrido[2,3-b;4′,3′-d]pyrrole-9-carboxylic acid benzyl ester). The yield is 99.1%. As a reaction SMILES: [CH2:1]([O:8][C:9]([N:11]1[C:15]2[CH:16]=[N:17][CH:18]=[C:19]([OH:20])[C:14]=2[C:13]2[CH:21]=[C:22]([Br:25])[CH:23]=[N:24][C:12]1=2)=[O:10])[C:2]1[CH:7]=[CH:6][CH:5]=[CH:4][CH:3]=1.[C:26]([O:30][C:31]([N:33]1[CH2:38][CH2:37][CH:36](O)[CH2:35][CH2:34]1)=[O:32])([CH3:29])([CH3:28])[CH3:27].C1(P(C2C=CC=CC=2)C2C=CC=CC=2)C=CC=CC=1.N(C(OCC)=O)=NC(OCC)=O>C1COCC1>[CH2:1]([O:8][C:9]([N:11]1[C:15]2[CH:16]=[N:17][CH:18]=[C:19]([O:20][CH:36]3[CH2:37][CH2:38][N:33]([C:31]([O:30][C:26]([CH3:29])([CH3:28])[CH3:27])=[O:32])[CH2:34][CH2:35]3)[C:14]=2[C:13]2[CH:21]=[C:22]([Br:25])[CH:23]=[N:24][C:12]1=2)=[O:10])[C:2]1[CH:3]=[CH:4][CH:5]=[CH:6][CH:7]=1. Procedure: A solution of 3-bromo-5-hydroxy-dipyrido[2,3-b;4′,3′-d]pyrrole-9-carboxylic acid benzyl ester (234 mg, 0.59 mmol), 4-hydroxypiperidine-1-carboxylic acid tert-butyl ester (295 mg, 1.47 mmol) and triphenylphosphine (390 mg, 1.47 mmol) in anhydrous THF (7 mL) was treated dropwise with diethyl azodicarboxylate (295 mg, 1.47 mmol). On complete addition the mixture was heated at 50° C. for 1 hour. The mixture was concentrated in-vacuo and the resultant residue was purified by flash chromatography (sil... Reactants: CN1C(=CC(=C1)[N+](=O)[O-])C=O (N-methyl-4-nitro-pyrrol-2-carboxaldehyde), B.O1CCCC1 (borane tetrahydrofuran). The solvent is O1CCCC1 (tetrahydrofuran). Conditions: temperature 0 celsius. The product is OCC=1N(C=C(C1)[N+](=O)[O-])C (2-hydroxymethyl-N-methyl-4-nitro-pyrrole). The yield is 89.7%. RXN SMILES: [CH3:1][N:2]1[CH:6]=[C:5]([N+:7]([O-:9])=[O:8])[CH:4]=[C:3]1[CH:10]=[O:11].B.O1CCCC1>O1CCCC1>[OH:11][CH2:10][C:3]1[N:2]([CH3:1])[CH:6]=[C:5]([N+:7]([O-:9])=[O:8])[CH:4]=1 |f:1.2|. Reported procedure: Compound 22-1 (550 mg) was dissolved in anhydrous tetrahydrofuran (30 ml) and cooled to 0° C. To the solution was slowly added dropwise 1M borane-tetrahydrofuran (3.25 ml), followed by refluxing at 80° C. for 3 hours. After the completion of the reaction, the solvent was evaporated under reduced pressure to be removed, and then the residue was purified by column-chromatography (ethyl acetate/hexane=2/1) to yield the compound 22-2 (500 mg, 90%). Starting materials: C1(CC1)N1C=C(C(C2=CC(=C(C(=C12)F)F)F)=O)C(=O)O (1-cyclopropyl-6,7,8-trifluoro-1,4-dihydro-4-oxoquinoline-3-carboxylic acid), C(C1=CC=CC=C1)N(C)CC1CNCCO1 (2-(N-benzyl-N-methylaminomethyl)morpholine). Product: C1(CC1)N1C=C(C(C2=CC(=C(C(=C12)F)N1CC(OCC1)CN(C)CC1=CC=CC=C1)F)=O)C(=O)O (1-cyclopropyl-7-[2-(N-benzyl-N-methylaminomethyl)morpholino]-6,8-difluoro-1,4-dihydro-4-oxoquinoline-3-carboxylic acid). As a reaction SMILES: [CH:1]1([N:4]2[C:13]3[C:8](=[CH:9][C:10]([F:16])=[C:11](F)[C:12]=3[F:14])[C:7](=[O:17])[C:6]([C:18]([OH:20])=[O:19])=[CH:5]2)[CH2:3][CH2:2]1.[CH2:21]([N:28]([CH2:30][CH:31]1[O:36][CH2:35][CH2:34][NH:33][CH2:32]1)[CH3:29])[C:22]1[CH:27]=[CH:26][CH:25]=[CH:24][CH:23]=1>>[CH:1]1([N:4]2[C:13]3[C:8](=[CH:9][C:10]([F:16])=[C:11]([N:33]4[CH2:34][CH2:35][O:36][CH:31]([CH2:30][N:28]([CH2:21][C:22]5[CH:27]=[CH:26][CH:25]=[CH:24][CH:23]=5)[CH3:29])[CH2:32]4)[C:12]=3[F:14])[C:7](=[O:17])[C:6]([C:18]([OH:20])=[O:19])=[CH:5]2)[CH2:2][CH2:3]1. Procedure details: By the use of 1-cyclopropyl-6,7,8-trifluoro-1,4-dihydro-4-oxoquinoline-3-carboxylic acid and 2-(N-benzyl-N-methylaminomethyl)morpholine, the reaction is similarly carried out as Example 11 to give 1-cyclopropyl-7-[2-(N-benzyl-N-methylaminomethyl)morpholino]-6,8-difluoro-1,4-dihydro-4-oxoquinoline-3-carboxylic acid, melting at 155°-157° C.